Dataset: the Open Reaction Database (ORD), a public repository of structured organic reaction records. Task: describe an organic reaction: reactants, conditions, products, and yield Reactants: CC(C)(C)OC(=O)N1CC(N)C(N2CCC(Cc3ccc(Cl)cc3)CC2)C1, CCOC(C)=O, ClCCl, COc1cc(N=C=O)cc(OC)c1OC. Product: CC(C)(C)OC(=O)N1CC(O)C(N2CCC(Cc3ccc(Cl)cc3)CC2)C1. Reaction SMILES: [C:1]([CH3:2])([CH3:3])([CH3:4])[O:5][C:6](=[O:7])[N:8]1[CH2:9][CH:10]([NH2:27])[CH:11]([N:13]2[CH2:14][CH2:15][CH:16]([CH2:19][c:20]3[cH:21][cH:22][c:23]([Cl:26])[cH:24][cH:25]3)[CH2:17][CH2:18]2)[CH2:12]1.[CH3:43][CH2:44][O:45][C:46]([CH3:47])=[O:48].[Cl:49][CH2:50][Cl:51].[N:28]([c:29]1[cH:31][c:32]([O:33][CH3:34])[c:35]([O:36][CH3:37])[c:38]([O:39][CH3:40])[cH:41]1)=[C:42]=[O:30]>>[C:1]([CH3:2])([CH3:3])([CH3:4])[O:5][C:6](=[O:7])[N:8]1[CH2:9][CH:10]([OH:30])[CH:11]([N:13]2[CH2:14][CH2:15][CH:16]([CH2:19][c:20]3[cH:21][cH:22][c:23]([Cl:26])[cH:24][cH:25]3)[CH2:17][CH2:18]2)[CH2:12]1. The reactants are BrB(Br)Br, COC(=O)CCCCc1csc(-c2ccccc2OC)n1, ClCCl. RXN SMILES: [B:22]([Br:23])([Br:24])[Br:25].[CH3:1][O:2][C:3]([CH2:4][CH2:5][CH2:6][CH2:7][c:8]1[n:9][c:10](-[c:13]2[c:14]([O:19][CH3:20])[cH:15][cH:16][cH:17][cH:18]2)[s:11][cH:12]1)=[O:21].[Cl:26][CH2:27][Cl:28]>>[CH3:1][O:2][C:3]([CH2:4][CH2:5][CH2:6][CH2:7][c:8]1[n:9][c:10](-[c:13]2[c:14]([OH:19])[cH:15][cH:16][cH:17][cH:18]2)[s:11][cH:12]1)=[O:21]. Yields the product COC(=O)CCCCc1csc(-c2ccccc2O)n1. Starting materials: COC=1C=C(C=CC1C#C[Si](C)(C)C)N1CCN(CC1)C (3-methoxy-4-[(trimethylsilyl)ethynyl]phenyl-4-methylpiperazine), C([O-])([O-])=O.[K+].[K+] (potassium carbonate). Solvent: CO (methanol). Conditions: time 1.5 hour. Product: C(#C)C1=C(C=C(C=C1)N1CCN(CC1)C)OC (1-(4-Ethynyl-3-methoxyphenyl)-4-methylpiperazine). Yield: 84.3%. As a reaction SMILES: [CH3:1][O:2][C:3]1[CH:4]=[C:5]([N:15]2[CH2:20][CH2:19][N:18]([CH3:21])[CH2:17][CH2:16]2)[CH:6]=[CH:7][C:8]=1[C:9]#[C:10][Si](C)(C)C.C(=O)([O-])[O-].[K+].[K+]>CO>[C:9]([C:8]1[CH:7]=[CH:6][C:5]([N:15]2[CH2:16][CH2:17][N:18]([CH3:21])[CH2:19][CH2:20]2)=[CH:4][C:3]=1[O:2][CH3:1])#[CH:10] |f:1.2.3|. Reported procedure: A solution of 1-{3-methoxy-4-[(trimethylsilyl)ethynyl]phenyl-4-methylpiperazine (583 mg, 1.927 mmol) in anhydrous methanol (12 mL) is treated with powdered anhydrous potassium carbonate under stirring at room temperature for 1.5 h. After removing the solvent under vacuum the residue was taken up with EtOAc (80 mL) and water (5 mL). The phases were separated, the organic phase was washed with brine (3×10 mL), water (10 mL), dried over sodium sulfate and the solvent removed under vacuum. The dark ... The reactants are C(O)([O-])=O.[Na+] (sodium hydrogen carbonate), C(C)(C)(C)OC(=O)N[C@H](C(=O)O)CC1=CC=C(C=C1)OC ((S)-2-tert-butoxycarbonylamino-3-(4-methoxyphenyl)propionic acid), [OH-].[Na+] (sodium hydroxide), S(O)(O)(=O)=O (sulfuric acid). Run in CO (methanol). Run at time 30 hour. Yields the product N[C@H](C(=O)OC)CC1=CC=C(C=C1)OC (methyl (S)-2-amino-3-(4-methoxyphenyl)propionate). The yield is 90.0%. RXN SMILES: C(OC([NH:8][C@@H:9]([CH2:13][C:14]1[CH:19]=[CH:18][C:17]([O:20][CH3:21])=[CH:16][CH:15]=1)[C:10]([OH:12])=[O:11])=O)(C)(C)C.S(=O)(=O)(O)O.[OH-].[Na+].[C:29](=O)([O-])O.[Na+]>CO>[NH2:8][C@@H:9]([CH2:13][C:14]1[CH:19]=[CH:18][C:17]([O:20][CH3:21])=[CH:16][CH:15]=1)[C:10]([O:12][CH3:29])=[O:11] |f:2.3,4.5|. Reported procedure: To 10 g (33.8 mmol) of (S)-2-tert-butoxycarbonylamino-3-(4-methoxyphenyl)propionic acid are added 75 mL of methanol and then 10 mL of sulfuric acid dropwise over 30 minutes. After 30 hours, the reaction medium is basified to pH 8-9 by adding aqueous 10N sodium hydroxide solution followed by saturated sodium hydrogen carbonate solution. The organic products are extracted with dichloromethane. The organic phase is dried over magnesium sulfate and then filtered, and the solvents are evaporated off.... Reactants: [Br-], CC(C)(C)[Si](C)(C)OCCONC(=O)c1cc(C=NOCC=O)c(F)c(F)c1Nc1ccc(I)cc1F, C[Mg+], C1CCOC1. RXN SMILES: [Br-:38].[C:1]([CH3:2])([CH3:3])([CH3:4])[Si:5]([O:6][CH2:7][CH2:8][O:9][NH:10][C:11]([c:12]1[c:13]([NH:26][c:27]2[c:28]([F:34])[cH:29][c:30]([I:33])[cH:31][cH:32]2)[c:14]([F:25])[c:15]([F:24])[c:16]([CH:18]=[N:19][O:20][CH2:21][CH:22]=[O:23])[cH:17]1)=[O:35])([CH3:36])[CH3:37].[CH3:39][Mg+:40].[O:41]1[CH2:42][CH2:43][CH2:44][CH2:45]1>>[C:1]([CH3:2])([CH3:3])([CH3:4])[Si:5]([O:6][CH2:7][CH2:8][O:9][NH:10][C:11]([c:12]1[c:13]([NH:26][c:27]2[c:28]([F:34])[cH:29][c:30]([I:33])[cH:31][cH:32]2)[c:14]([F:25])[c:15]([F:24])[c:16]([CH:18]=[N:19][O:20][CH2:21][CH:22]([OH:23])[CH3:39])[cH:17]1)=[O:35])([CH3:36])[CH3:37]. The product is CC(O)CON=Cc1cc(C(=O)NOCCO[Si](C)(C)C(C)(C)C)c(Nc2ccc(I)cc2F)c(F)c1F. Yields the product CCOC(=O)C12CCC(NCC(=O)N3CC(F)CC3C#N)(CC1)CC2. Reactants: O=C([O-])[O-], CCOC(=O)C12CCC(NCC(=O)N3CC(F)CC3C(N)=O)(CC1)CC2, CN(C)C=O, O=C(OC(=O)C(F)(F)F)C(F)(F)F, [K+], [K+], O=C(O)C(F)(F)F. As a reaction SMILES: [C:47](=[O:48])([O-:49])[O-:50].[CH2:1]([CH3:2])[O:3][C:4](=[O:5])[C:6]12[CH2:7][CH2:8][C:9]([NH:14][CH2:15][C:16](=[O:17])[N:18]3[CH:19]([C:24](=[O:25])[NH2:26])[CH2:20][CH:21]([F:23])[CH2:22]3)([CH2:10][CH2:11]1)[CH2:12][CH2:13]2.[CH3:53][N:54]([CH3:55])[CH:56]=[O:57].[F:34][C:35]([F:36])([F:37])[C:38]([O:39][C:40](=[O:41])[C:42]([F:43])([F:44])[F:45])=[O:46].[K+:51].[K+:52].[OH:27][C:28]([C:29]([F:30])([F:31])[F:32])=[O:33]>>[CH2:1]([CH3:2])[O:3][C:4](=[O:5])[C:6]12[CH2:7][CH2:8][C:9]([NH:14][CH2:15][C:16](=[O:17])[N:18]3[CH:19]([C:24]#[N:26])[CH2:20][CH:21]([F:23])[CH2:22]3)([CH2:10][CH2:11]1)[CH2:12][CH2:13]2. As a reaction SMILES: [CH3:13][O:14][CH2:15][O:16][c:17]1[cH:18][cH:19][c:20]([CH2:21][OH:22])[cH:23][cH:24]1.[O:1]=[C:2]([N:3]=[N:7][C:8]([O:9][CH2:10][CH3:11])=[O:12])[O:4][CH2:5][CH3:6].[O:56]1[CH2:57][CH2:58][CH2:59][CH2:60]1.[OH:25][N:26]1[C:27](=[O:28])[c:29]2[cH:30][cH:31][cH:32][cH:33][c:34]2[C:35]1=[O:36].[c:37]1([P:38]([c:39]2[cH:40][cH:41][cH:42][cH:43][cH:44]2)[c:45]2[cH:46][cH:47][cH:48][cH:49][cH:50]2)[cH:51][cH:52][cH:53][cH:54][cH:55]1>>[NH2:3][O:22][CH2:21][c:20]1[cH:19][cH:18][c:17]([O:16][CH2:15][O:14][CH3:13])[cH:24][cH:23]1. Reactants: COCOc1ccc(CO)cc1, CCOC(=O)N=NC(=O)OCC, C1CCOC1, O=C1c2ccccc2C(=O)N1O, c1ccc(P(c2ccccc2)c2ccccc2)cc1. Yields the product COCOc1ccc(CON)cc1.